Dataset: the Open Reaction Database (ORD), a public repository of structured organic reaction records. Task: describe an organic reaction: reactants, conditions, products, and yield Reactants: FC1=CC=C(CN)C=C1 (4-fluorobenzylamine), ClC=1C2=C(N=C(N1)C1=CC=NC=C1)SC(=C2)[N+](=O)[O-] (4-chloro-2-(pyridin-4-yl)-6-nitro-thieno-[2,3-d]-pyrimidine). Product: N1=CC=C(C=C1)C=1N=C(C2=C(N1)SC(=C2)[N+](=O)[O-])NCC2=CC=C(C=C2)F (2-(pyridin-4-yl)-4-(4-fluorobenzylamino)-6-nitro-thieno-[2,3-d]-pyrimidine). As a reaction SMILES: [F:1][C:2]1[CH:9]=[CH:8][C:5]([CH2:6][NH2:7])=[CH:4][CH:3]=1.Cl[C:11]1[C:12]2[CH:25]=[C:24]([N+:26]([O-:28])=[O:27])[S:23][C:13]=2[N:14]=[C:15]([C:17]2[CH:22]=[CH:21][N:20]=[CH:19][CH:18]=2)[N:16]=1>>[N:20]1[CH:19]=[CH:18][C:17]([C:15]2[N:16]=[C:11]([NH:7][CH2:6][C:5]3[CH:8]=[CH:9][C:2]([F:1])=[CH:3][CH:4]=3)[C:12]3[CH:25]=[C:24]([N+:26]([O-:28])=[O:27])[S:23][C:13]=3[N:14]=2)=[CH:22][CH:21]=1. Procedure details: With the procedure of Example 1, the reaction of 4-fluorobenzylamine with 4-chloro-2-(pyridin-4-yl)-6-nitro-thieno-[2,3-d]-pyrimidine yields 2-(pyridin-4-yl)-4-(4-fluorobenzylamino)-6-nitro-thieno-[2,3-d]-pyrimidine. Reactants: ClC(C(=O)ONC(C(=O)Cl)C1=CSC=C1)Cl (2-dichloroacetoxyamino-2-(thien-3-yl) acetyl chloride), ice, C(C)(=O)OCC=1CS[C@H]2N(C1C(=O)OC(C)(C)C)C([C@H]2N)=O (t-butyl 3-acetoxymethyl-7β-aminoceph-3-em-4-carboxylate), C1C(C)O1 (propylene oxide). The solvent is C(C)(=O)OCC (ethyl acetate), C(C)(=O)OCC (ethyl acetate). The product is C(C)(=O)OCC=1CS[C@H]2N(C1C(=O)OC(C)(C)C)C([C@H]2NC(C(C2=CSC=C2)=NOC(C(Cl)Cl)=O)=O)=O (t-butyl 3-acetoxymethyl-7β-[2-dichloroacetoxyimino-2-(thien-3-yl)acetamido]ceph-3-em-4-carboxylate). As a reaction SMILES: [C:1]([O:4][CH2:5][C:6]1[CH2:7][S:8][C@@H:9]2[C@H:20]([NH2:21])[C:19](=[O:22])[N:10]2[C:11]=1[C:12]([O:14][C:15]([CH3:18])([CH3:17])[CH3:16])=[O:13])(=[O:3])[CH3:2].C1OC1C.[Cl:27][CH:28]([Cl:42])[C:29]([O:31][NH:32][CH:33]([C:37]1[CH:41]=[CH:40][S:39][CH:38]=1)[C:34](Cl)=[O:35])=[O:30]>C(OCC)(=O)C>[C:1]([O:4][CH2:5][C:6]1[CH2:7][S:8][C@@H:9]2[C@H:20]([NH:21][C:34](=[O:35])[C:33](=[N:32][O:31][C:29](=[O:30])[CH:28]([Cl:27])[Cl:42])[C:37]3[CH:41]=[CH:40][S:39][CH:38]=3)[C:19](=[O:22])[N:10]2[C:11]=1[C:12]([O:14][C:15]([CH3:16])([CH3:17])[CH3:18])=[O:13])(=[O:3])[CH3:2]. Procedure details: To an ice cold solution of t-butyl 3-acetoxymethyl-7β-aminoceph-3-em-4-carboxylate (1.59 g) and propylene oxide (3.5 mls) in ethyl acetate (15 mls) was added with stirring a 1-M solution of 2-dichloroacetoxyamino-2-(thien-3-yl) acetyl chloride (syn-isomer) (5.3 ml.) in ethyl acetate. After 11/2 hrs. at 20° C. the solution was washed with 2N-HCl, saturated sodium bicarbonate solution and brine. The organic layer was dried and evaporated to give t-butyl 3-acetoxymethyl-7β-[2-dichloroacetoxyimino-2... Starting materials: NC[C@@]1([C@H]2C=CC[C@H]2C1)CC(=O)OC(C)(C)C (tert-butyl(±)-[(1S,5R,6R)-6-(aminomethyl)bicyclo[3.2.0]hept-3-en-6-yl]acetate). Run in Cl.C(C)(=O)OCC (hydrochloric acid ethyl acetate). Reaction conditions: time 1 hour. The product is NC[C@@]1([C@H]2C=CC[C@H]2C1)CC(=O)O ((±)-[(1S,5R,6R)-6-(aminomethyl)bicyclo[3.2.0]hept-3-en-6-yl]acetic acid). Isolated yield 28.0%. Reaction SMILES: [NH2:1][CH2:2][C@@:3]1([CH2:10][C:11]([O:13]C(C)(C)C)=[O:12])[CH2:9][C@H:8]2[C@@H:4]1[CH:5]=[CH:6][CH2:7]2>Cl.C(OCC)(=O)C>[NH2:1][CH2:2][C@@:3]1([CH2:10][C:11]([OH:13])=[O:12])[CH2:9][C@H:8]2[C@@H:4]1[CH:5]=[CH:6][CH2:7]2 |f:1.2|. Procedure: A 4 N hydrochloric acid-ethyl acetate solution (10 mL) was added to tert-butyl(±)-[(1S,5R,6R)-6-(aminomethyl)bicyclo[3.2.0]hept-3-en-6-yl]acetate (0.99 g, 4.17 mmol), and the mixture was stirred at room temperature for 1 hour. Then, the solvent was distilled off under reduced pressure. The residue was suspended by the addition of dichloromethane. To the suspension, triethylamine was then added dropwise, and the resulting powder was collected by filtration. The obtained powder was washed with dic... Starting materials: C1COCCO1, CN1CCNCC1, O=C(Nc1nc(-c2ccco2)c(N2CCOCC2)s1)c1ccc(Cl)nc1. Product: CN1CCN(c2ccc(C(=O)Nc3nc(-c4ccco4)c(N4CCOCC4)s3)cn2)CC1. As a reaction SMILES: [CH2:34]1[O:35][CH2:36][CH2:37][O:38][CH2:39]1.[CH3:27][N:28]1[CH2:29][CH2:30][NH:31][CH2:32][CH2:33]1.[Cl:1][c:2]1[n:3][cH:4][c:5]([C:8](=[O:9])[NH:10][c:11]2[s:12][c:13]([N:21]3[CH2:22][CH2:23][O:24][CH2:25][CH2:26]3)[c:14](-[c:16]3[o:17][cH:18][cH:19][cH:20]3)[n:15]2)[cH:6][cH:7]1>>[c:2]1([N:31]2[CH2:30][CH2:29][N:28]([CH3:27])[CH2:33][CH2:32]2)[n:3][cH:4][c:5]([C:8](=[O:9])[NH:10][c:11]2[s:12][c:13]([N:21]3[CH2:22][CH2:23][O:24][CH2:25][CH2:26]3)[c:14](-[c:16]3[o:17][cH:18][cH:19][cH:20]3)[n:15]2)[cH:6][cH:7]1. The reactants are N[C@@H]1C(NC1F)=O ((3R)-3-amino-4-fluoro-2-oxoazetidine), FC1[C@H](C(N1)=O)NC(C1=CC=CC=C1)(C1=CC=CC=C1)C1=CC=CC=C1 ((3S)-4-fluoro-3-tritylamino-2-oxoazetidine), O.C1(=CC=C(C=C1)S(=O)(=O)O)C (p-toluenesulfonic acid monohydrate). Solvent: CC(=O)C (acetone). The product is CC=1C=CC(=CC1)S(=O)(=O)O (p-toluenesulfonate). Isolated yield 162.1%. RXN SMILES: FC1NC(=O)[C@@H]1NC(C1C=CC=CC=1)(C1C=CC=CC=1)C1C=CC=CC=1.O.[C:28]1([CH3:38])[CH:33]=[CH:32][C:31]([S:34]([OH:37])(=[O:36])=[O:35])=[CH:30][CH:29]=1.N[C@H]1C(F)NC1=O>CC(C)=O>[CH3:38][C:28]1[CH:33]=[CH:32][C:31]([S:34]([OH:37])(=[O:36])=[O:35])=[CH:30][CH:29]=1 |f:1.2|. Reported procedure: To a solution of 3.3 g of (3S)-4-fluoro-3-tritylamino-2-oxoazetidine in 10 ml of acetone is added 1.82 g of p-toluenesulfonic acid monohydrate, and the mixture is treated in a same procedure to Reference Example 45B to give 2.67 g of p-toluenesulfonate of (3R)-3-amino-4-fluoro-2-oxoazetidine. Reactants: O=C([O-])[O-], CCCN, CS(C)=O, [K+], [K+], O, ClCCCCOc1ccc2ccccc2c1. Product: CCCNCCCCOc1ccc2ccccc2c1. RXN SMILES: [C:1](=[O:2])([O-:3])[O-:4].[CH2:7]([CH2:8][CH3:9])[NH2:10].[CH3:27][S:28]([CH3:29])=[O:30].[K+:5].[K+:6].[OH2:31].[cH:11]1[c:12]([O:21][CH2:22][CH2:23][CH2:24][CH2:25][Cl:26])[cH:13][cH:14][c:15]2[cH:16][cH:17][cH:18][cH:19][c:20]12>>[CH2:7]([CH2:8][CH3:9])[NH:10][CH2:25][CH2:24][CH2:23][CH2:22][O:21][c:12]1[cH:11][c:20]2[c:15]([cH:14][cH:13]1)[cH:16][cH:17][cH:18][cH:19]2. Starting materials: N (ammonia), NC1=CC=CC=C1 (Aniline), C[Si](C)(C)C#N (trimethylsilylcyanide), C12CCCC(CCC1)C2N2CCC(CC2)=O (1-Bicyclo[3.3.1]non-9-yl-piperidin-4-one). Run in C(C)(=O)O (acetic acid). Conditions: time 17 hour. Yields the product C12CCCC(CCC1)C2N2CCC(CC2)(C#N)NC2=CC=CC=C2 (1-Bicyclo[3.3.1]non-9-yl-4-phenylamino-piperidine-4-carbonitrile). Isolated yield 72.8%. As a reaction SMILES: [CH:1]12[CH:9]([N:10]3[CH2:15][CH2:14][C:13](=O)[CH2:12][CH2:11]3)[CH:5]([CH2:6][CH2:7][CH2:8]1)[CH2:4][CH2:3][CH2:2]2.[NH2:17][C:18]1[CH:23]=[CH:22][CH:21]=[CH:20][CH:19]=1.C[Si]([C:28]#[N:29])(C)C.N>C(O)(=O)C>[CH:1]12[CH:9]([N:10]3[CH2:15][CH2:14][C:13]([NH:17][C:18]4[CH:23]=[CH:22][CH:21]=[CH:20][CH:19]=4)([C:28]#[N:29])[CH2:12][CH2:11]3)[CH:5]([CH2:6][CH2:7][CH2:8]1)[CH2:4][CH2:3][CH2:2]2. Procedure: 1-Bicyclo[3.3.1]non-9-yl-piperidin-4-one (2.99 g, 13.5 mmol) was dissolved in acetic acid (15 ml). Aniline (1.36 ml, 14.9 mmol) and trimethylsilylcyanide (1.44 ml, 13.5 mmol) were added at 0° C. and the mixture was stirred for 17 h at room temperature. The reaction mixture was poured into cold ammonia solution (water/28% ammonia, 30 ml/50 ml) and extracted with dichloromethane (2×100 ml). The combined organic phases were washed with brine (100 ml), dried (MgSO4) and concentrated. Column chromato...